This data is from the Open Reaction Database (ORD), a public repository of structured organic reaction records. The task is: describe an organic reaction: reactants, conditions, products, and yield Reactants: C(C)(=O)OCC (ethyl acetate), C(C)OC(=O)C1=NNC(=C1C1=CC=NC2=CC=CC=C12)C1=NC=CC=C1 (3-ethoxycarbonyl-5-pyridin-2-yl-4-quinolin-4-yl-pyrazole), BrCCO (2-bromoethanol), C([O-])([O-])=O.[Cs+].[Cs+] (cesium carbonate). The solvent is CN(C=O)C (N,N-dimethylformamide). Conditions: temperature 60 celsius. Yields the product N1=C(C=CC=C1)C1=NN2C(C(OCC2)=O)=C1C1=CC=NC2=CC=CC=C12 (2-Pyridin-2-yl-3-quinolin-4-yl-pyrazolo[5,1-c]morpholin-4-one). Reaction SMILES: [CH2:1]([O:3][C:4]([C:6]1[C:10]([C:11]2[C:20]3[C:15](=[CH:16][CH:17]=[CH:18][CH:19]=3)[N:14]=[CH:13][CH:12]=2)=[C:9]([C:21]2[CH:26]=[CH:25][CH:24]=[CH:23][N:22]=2)[NH:8][N:7]=1)=[O:5])[CH3:2].BrCCO.C(=O)([O-])[O-].[Cs+].[Cs+].C(OCC)(=O)C>CN(C)C=O>[N:22]1[CH:23]=[CH:24][CH:25]=[CH:26][C:21]=1[C:9]1[C:10]([C:11]2[C:20]3[C:15](=[CH:16][CH:17]=[CH:18][CH:19]=3)[N:14]=[CH:13][CH:12]=2)=[C:6]2[C:4](=[O:5])[O:3][CH2:1][CH2:2][N:7]2[N:8]=1 |f:2.3.4|. Reported procedure: A mixture of 3-ethoxycarbonyl-5-pyridin-2-yl-4-quinolin-4-yl-pyrazole (0.35 g, 1.00 mmol), 2-bromoethanol (0.15 g, 1.12 mmol), and cesium carbonate (0.50 g, 1.5 mmol) in N,N-dimethylformamide (20 mL) is heated at 60° C. for 2 h. The mixture is cooled to room temperature and poured into ethyl acetate (60 mL). The organic portion is washed with water, dried (sodium sulfate), filtered, and concentrated in vacuo. The residue is chromatographed on SiO2 (ethyl acetate/hexane) to yield the title compou... Reactants: FC=1C=CC(=NC1)COC1=CC(N(N=C1)CC(=O)C1=CC=C(C=C1)CO)=O (5-(5-Fluoro-pyridin-2-ylmethoxy)-2-[2-(4-hydroxymethyl-phenyl)-2-oxo-ethyl]-2H-pyridazin-3-one), S(=O)(Cl)Cl (thionylchloride). Run in C(C)(C)(C)OC (tert-butylmethylether), C(Cl)Cl (DCM). Conditions: time 2 hour. Product: ClCC1=CC=C(C=C1)C(CN1N=CC(=CC1=O)OCC1=NC=C(C=C1)F)=O (2-[2-(4-Chloromethyl-phenyl)-2-oxo-ethyl]-5-(5-fluoro-pyridin-2-ylmethoxy)-2H-pyridazin-3-one). RXN SMILES: [F:1][C:2]1[CH:3]=[CH:4][C:5]([CH2:8][O:9][C:10]2[CH:15]=[N:14][N:13]([CH2:16][C:17]([C:19]3[CH:24]=[CH:23][C:22]([CH2:25]O)=[CH:21][CH:20]=3)=[O:18])[C:12](=[O:27])[CH:11]=2)=[N:6][CH:7]=1.S(Cl)([Cl:30])=O>C(Cl)Cl.C(OC)(C)(C)C>[Cl:30][CH2:25][C:22]1[CH:23]=[CH:24][C:19]([C:17](=[O:18])[CH2:16][N:13]2[C:12](=[O:27])[CH:11]=[C:10]([O:9][CH2:8][C:5]3[CH:4]=[CH:3][C:2]([F:1])=[CH:7][N:6]=3)[CH:15]=[N:14]2)=[CH:20][CH:21]=1. Reported procedure: To 400 mg (1.08 mmol) 5-(5-fluoro-pyridin-2-ylmethoxy)-2-[2-(4-hydroxymethyl-phenyl)-2-oxo-ethyl]-2H-pyridazin-3-one (preparation 19c) in 10 mL DCM is added 0.12 mL (1.62 mmol) thionylchloride at 0° C. The reaction mixture is stirred 2 h at RT and diluted with tert-butylmethylether. The precipitate is collected and dried.